Dataset: the Open Reaction Database (ORD), a public repository of structured organic reaction records. Task: describe an organic reaction: reactants, conditions, products, and yield The reactants are [Cl-].[NH4+] (ammonium chloride), solution, C[Si]([N-][Si](C)(C)C)(C)C.[Na+] (sodium hexamethyldisilazide), C(C1=CC=CC=C1)N(CCC#N)CC(Cl)C1=C(C=CC=C1)Br (3-{Benzyl-[2-(2-bromophenyl)-2-chloroethyl]amino}propanenitrile). Solvent: O1CCCC1 (tetrahydrofuran). Reaction conditions: temperature -70 celsius, time 1 hour. Product: BrC1=C(C=CC=C1)C1C(CN(C1)CC1=CC=CC=C1)C#N (4-(2-Bromophenyl)-3-cyano-N-benzylpyrrolidine). Isolated yield 96.3%. RXN SMILES: [CH2:1]([N:8]([CH2:13][CH:14]([C:16]1[CH:21]=[CH:20][CH:19]=[CH:18][C:17]=1[Br:22])Cl)[CH2:9][CH2:10][C:11]#[N:12])[C:2]1[CH:7]=[CH:6][CH:5]=[CH:4][CH:3]=1.C[Si](C)(C)[N-][Si](C)(C)C.[Na+].[Cl-].[NH4+]>O1CCCC1>[Br:22][C:17]1[CH:18]=[CH:19][CH:20]=[CH:21][C:16]=1[CH:14]1[CH2:13][N:8]([CH2:1][C:2]2[CH:7]=[CH:6][CH:5]=[CH:4][CH:3]=2)[CH2:9][CH:10]1[C:11]#[N:12] |f:1.2,3.4|. Procedure details: The 90.2 g of product obtained in Step 3 are dissolved in tetrahydrofuran. The solution is cooled to -70° C. and 143 ml of a 2M solution of sodium hexamethyldisilazide are poured in dropwise. After 1 hour at -70° C. and then 12 hours at ambient temperature, the reaction mixture is poured into 300 ml of saturated aqueous ammonium chloride solution and then extracted with ether. The combined organic phases are washed and dried. After evaporating, 78.5 g of expected product are obtained in the form... Run at time 18 hour. Solvent: CN(C=O)C (dimethyl-formamide). Product: CN1N=CC(=C1)C=1C=CC=2N(N1)C(=NN2)CC2=CNC1=NC=CC=C12 (6-(1-Methyl-1H-pyrazol-4-yl)-3-(1H-pyrrolo[2,3-b]pyridine-3-ylmethyl)-[1,2,4]triazolo[4,3-b]pyridazine). The reactants are N1C=C(C=2C1=NC=CC2)CC(=O)O ((1H-pyrrolo[2,3-b]pyridine-3-yl)-acetic acid), 0-(7-azabenzotriazole-1-yl)-N,N,N,N′-tetramethyluroniumhexafluoro-phosphate, CN1N=CC(=C1)C1=CC=C(N=N1)NN ([6-(1-methyl-1H-pyrazol-4-yl)-pyridazin-3-yl]-hydrazine), C(C)(C)N(C(C)C)CC (N,N-diisopropylethylamine). Isolated yield 3.1%. Reaction SMILES: [NH:1]1[C:5]2=[N:6][CH:7]=[CH:8][CH:9]=[C:4]2[C:3]([CH2:10][C:11](O)=O)=[CH:2]1.[CH3:14][N:15]1[CH:19]=[C:18]([C:20]2[N:25]=[N:24][C:23]([NH:26][NH2:27])=[CH:22][CH:21]=2)[CH:17]=[N:16]1.C(N(CC)C(C)C)(C)C>CN(C)C=O>[CH3:14][N:15]1[CH:19]=[C:18]([C:20]2[CH:21]=[CH:22][C:23]3[N:24]([C:11]([CH2:10][C:3]4[C:4]5[C:5](=[N:6][CH:7]=[CH:8][CH:9]=5)[NH:1][CH:2]=4)=[N:27][N:26]=3)[N:25]=2)[CH:17]=[N:16]1. Procedure: To a 20 ml vial 52 mgs (0.295 mmol) of (1H-pyrrolo[2,3-b]pyridine-3-yl)-acetic acid, 1.2 eq. (0.354 mmol) of 0-(7-azabenzotriazole-1-yl)-N,N,N,N′-tetramethyluroniumhexafluoro-phosphate, 1.5 eq. (0.443 mmol) [6-(1-methyl-1H-pyrazol-4-yl)-pyridazin-3-yl]-hydrazine and 4 eq. (1.18 mmol) N,N-diisopropylethylamine were added and dissolved in 4 mls of dimethyl-formamide. The reaction mixture was stirred at room temperature for 18 h. After such time the dimethylformamide was removed in vacuo and acetic... Yields the product ClCC(=O)NC1=C(C2=CC=CC=C2C=C1)O (2-chloro-N-(1-hydroxynaphthalen-2-yl)acetamide). Run in O1CCOCC1 (dioxane). Reaction conditions: temperature 15 celsius. Yield: 59.8%. Reported procedure: 2 ml of chloroacetyl chloride (25.4 mmol) were added dropwise to a suspension of 5 g of 2-amino-1-naphthol hydrochloride (25.4 mmol) and 5.08 g of calcium carbonate in 200 ml of dioxane, with stirring and under an inert atmosphere. The reaction medium was stirred at 40° C. for 1 hour 30 minutes, cooled to 15° C., filtered on sintered glass and the inorganic salts were rinsed twice with ethyl acetate. The combined organic phases were concentrated until an insoluble product appeared. The concentra... The reactants are ClCC(=O)Cl (chloroacetyl chloride), Cl.NC1=C(C2=CC=CC=C2C=C1)O (2-amino-1-naphthol hydrochloride), C([O-])([O-])=O.[Ca+2] (calcium carbonate). As a reaction SMILES: [Cl:1][CH2:2][C:3](Cl)=[O:4].Cl.[NH2:7][C:8]1[CH:17]=[CH:16][C:15]2[C:10](=[CH:11][CH:12]=[CH:13][CH:14]=2)[C:9]=1[OH:18].C(=O)([O-])[O-].[Ca+2]>O1CCOCC1>[Cl:1][CH2:2][C:3]([NH:7][C:8]1[CH:17]=[CH:16][C:15]2[C:10](=[CH:11][CH:12]=[CH:13][CH:14]=2)[C:9]=1[OH:18])=[O:4] |f:1.2,3.4|. The reactants are BrC1=CC(=CC=C1)Cl (1-bromo-3-chlorobenzene), C(CCC)[Li] (Butyllithium), hexanes, CC1(NC(CCC1)(C)C)C (2,2,6,6-tetramethylpiperidine), N(=N/C(=O)OC(C)(C)C)/C(=O)OC(C)(C)C ((Z)-di-tert-butyl diazene-1,2-dicarboxylate). Run in C1CCOC1 (THF), C1CCOC1 (THF), C1CCOC1 (THF), O (Water). Reaction conditions: temperature -78 celsius, time 30 minute. The product is BrC1=C(C(=CC=C1)Cl)N(NC(=O)OC(C)(C)C)C(=O)OC(C)(C)C (di-tert-butyl 1-(2-bromo-6-chlorophenyl)hydrazine-1,2-dicarboxylate). Yield: 72.6%. As a reaction SMILES: C([Li])CCC.CC1(C)CCCC(C)(C)N1.[Br:16][C:17]1[CH:22]=[CH:21][CH:20]=[C:19]([Cl:23])[CH:18]=1.[N:24](/[C:33]([O:35][C:36]([CH3:39])([CH3:38])[CH3:37])=[O:34])=[N:25]/[C:26]([O:28][C:29]([CH3:32])([CH3:31])[CH3:30])=[O:27]>C1COCC1.O>[Br:16][C:17]1[CH:22]=[CH:21][CH:20]=[C:19]([Cl:23])[C:18]=1[N:24]([C:33]([O:35][C:36]([CH3:39])([CH3:38])[CH3:37])=[O:34])[NH:25][C:26]([O:28][C:29]([CH3:30])([CH3:31])[CH3:32])=[O:27]. Procedure details: To a stirred solution of 2.5 M Butyllithium in hexanes (13.79 mL, 34.47 mmol) at −20° C. was added dropwise 2,2,6,6-tetramethylpiperidine (5.82 mL, 34.47 mmol) in THF (30 mL). This was stirred for 30 minutes. This solution was cooled down to −78° C., and a solution of 1-bromo-3-chlorobenzene (6 g, 31.34 mmol) in THF (20 mL) was added dropwise so as to maintain the temperature at <−70° C. After 2 hours (Z)-di-tert-butyl diazene-1,2-dicarboxylate (10.82 g, 47.01 mmol) in THF (30 mL) added dropwise...